From a dataset of the Open Reaction Database (ORD), a public repository of structured organic reaction records. describe an organic reaction: reactants, conditions, products, and yield The reactants are CC(C)([O-])C.[K+] (Potassium tert-butoxide), C(C)(=O)OCC (ethyl acetate), C(#N)C1=CSC(=C1)C(C(C)C)C#N (3-cyano-5-(1-cyano-2-methylpropyl]thiophene). The solvent is CN(C)C=O (DMF), CN(C)C=O (DMF). Conditions: time 3.5 hour. Product: C(#N)C(CCC(=O)OCC)(C(C)C)C1=CC(=CS1)C#N (Ethyl 4-cyano-4-(3-cyano-5-thienyl)-5-methylhexanate). The yield is 60.0%. RXN SMILES: [CH3:1]C(C)([O-])C.[K+].[C:7]([C:9]1[CH:13]=[C:12]([CH:14]([C:18]#[N:19])[CH:15]([CH3:17])[CH3:16])[S:11][CH:10]=1)#[N:8].[C:20]([O:23][CH2:24][CH3:25])(=[O:22])[CH3:21]>CN(C=O)C>[C:18]([C:14]([C:12]1[S:11][CH:10]=[C:9]([C:7]#[N:8])[CH:13]=1)([CH:15]([CH3:16])[CH3:17])[CH2:1][CH2:21][C:20]([O:23][CH2:24][CH3:25])=[O:22])#[N:19] |f:0.1|. Procedure details: Potassium tert-butoxide (35 mg) was suspended in DMF (5 ml), and a DMF solution (5 ml) of 3-cyano-5-(1-cyano-2-methylpropyl]thiophene (0.60 g) was added thereto. After stirring at room temperature for 3.5 hours, ethyl acetate was added. The mixture was washed with an aqueous saturated ammonium chloride and further brine, dried over anhydrous magnesium sulfate and then evaporated. The resulting residue was purified by silica gel column chromatography (hexane/ethyl acetate system) to give the titl...